The task is: describe an organic reaction: reactants, conditions, products, and yield. This data is from the Open Reaction Database (ORD), a public repository of structured organic reaction records. Reactants: CO, Cl, O=C(O)c1cc(O)ccc1O. Yields the product COC(=O)c1cc(O)ccc1O. RXN SMILES: [CH3:13][OH:14].[ClH:12].[OH:1][C:2](=[O:3])[c:4]1[cH:5][c:6]([OH:7])[cH:8][cH:9][c:10]1[OH:11]>>[O:1]=[C:2]([O:3][CH3:13])[c:4]1[cH:5][c:6]([OH:7])[cH:8][cH:9][c:10]1[OH:11]. Reactants: O=C([O-])[O-], N#CCO, CC#N, O=[N+]([O-])c1cc([N+](=O)[O-])c(F)cc1F, [K+], [K+], O. Product: N#CCOc1cc(F)c([N+](=O)[O-])cc1[N+](=O)[O-]. As a reaction SMILES: [C:15](=[O:16])([O-:17])[O-:18].[C:21]([CH2:22][OH:23])#[N:24].[CH3:26][C:27]#[N:28].[F:1][c:2]1[c:3]([N+:12](=[O:13])[O-:14])[cH:4][c:5]([N+:9](=[O:10])[O-:11])[c:6]([F:8])[cH:7]1.[K+:19].[K+:20].[OH2:25]>>[c:2]1([O:23][CH2:22][C:21]#[N:24])[c:3]([N+:12](=[O:13])[O-:14])[cH:4][c:5]([N+:9](=[O:10])[O-:11])[c:6]([F:8])[cH:7]1. Reactants: O1C(NC=C1)=O (2-oxazolone), C(C)S (ethyl mercaptan), C(C)S (ethyl mercaptan), N(=NC(C#N)(C)C)C(C#N)(C)C (azobisisobutyronitrile). The product is C(C)SC1CNC(O1)=O (5-ethylthiooxazolidin-2-one). Reaction SMILES: [O:1]1[CH:5]=[CH:4][NH:3][C:2]1=[O:6].[CH2:7]([SH:9])[CH3:8].N(C(C)(C)C#N)=NC(C)(C)C#N>>[CH2:7]([S:9][CH:5]1[O:1][C:2](=[O:6])[NH:3][CH2:4]1)[CH3:8]. Procedure details: A solution mixture comprising 3 g of 2-oxazolone, 25 ml of ethyl mercaptan and 600 mg of azobisisobutyronitrile, was reacted at 100° C. for 8 hours in an autoclave. After the completion of the reaction, excess ethyl mercaptan was distilled off, and the residue was purified by silica gel chromatography to obtain 1.6 g of 5-ethylthiooxazolidin-2-one having a melting point of from 82° to 86° C. The reactants are CCCC1CC(=O)C2=C(C1)NC(C)=C(C#N)C2c1cc(Br)c(O)c(OCC)c1, C1CCOC1, O=[N+]([O-])c1cc(F)c(F)cc1CO, CC(C)OC(=O)N=NC(=O)OC(C)C, c1ccc(P(c2ccccc2)c2ccccc2)cc1. The product is CCCC1CC(=O)C2=C(C1)NC(C)=C(C#N)C2c1cc(Br)c(OCc2cc(F)c(F)cc2[N+](=O)[O-])c(OCC)c1. RXN SMILES: [Br:14][c:15]1[cH:16][c:17]([CH:25]2[C:26]([C:40]#[N:41])=[C:27]([CH3:39])[NH:28][C:29]3=[C:34]2[C:33](=[O:35])[CH2:32][CH:31]([CH2:36][CH2:37][CH3:38])[CH2:30]3)[cH:18][c:19]([O:22][CH2:23][CH3:24])[c:20]1[OH:21].[CH2:75]1[O:76][CH2:77][CH2:78][CH2:79]1.[F:1][c:2]1[cH:3][c:4]([N+:11](=[O:12])[O-:13])[c:5]([CH2:9][OH:10])[cH:6][c:7]1[F:8].[O:61]=[C:62]([O:63][CH:64]([CH3:65])[CH3:66])[N:67]=[N:68][C:69]([O:70][CH:71]([CH3:72])[CH3:73])=[O:74].[c:42]1([P:43]([c:44]2[cH:45][cH:46][cH:47][cH:48][cH:49]2)[c:50]2[cH:51][cH:52][cH:53][cH:54][cH:55]2)[cH:56][cH:57][cH:58][cH:59][cH:60]1>>[F:1][c:2]1[cH:3][c:4]([N+:11](=[O:12])[O-:13])[c:5]([CH2:9][O:10][c:20]2[c:15]([Br:14])[cH:16][c:17]([CH:25]3[C:26]([C:40]#[N:41])=[C:27]([CH3:39])[NH:28][C:29]4=[C:34]3[C:33](=[O:35])[CH2:32][CH:31]([CH2:36][CH2:37][CH3:38])[CH2:30]4)[cH:18][c:19]2[O:22][CH2:23][CH3:24])[cH:6][c:7]1[F:8]. The reactants are N1(CCCCCC1)C1=NC(=NC(=C1)Cl)NC1C(N(CCC1)C(=O)OCC1=CC=CC=C1)CCN=[N+]=[N-] (benzyl (2RS,3SR)-3-[(4-azepan-1-yl-6-chloropyrimidin-2-yl)amino]-2-(2-azidoethyl)piperidine-1-carboxylate), O1CCCC1 (tetrahydrofuran), C1(=CC=CC=C1)P(C1=CC=CC=C1)C1=CC=CC=C1 (triphenylphosphine). Solvent: O (water). Product: NCCC1N(CCCC1NC1=NC(=CC(=N1)N1CCCCCC1)Cl)C(=O)OCC1=CC=CC=C1 (benzyl (2RS,3SR)-2-(2-aminoethyl)-3-[(4-azepan-1-yl-6-chloropyrimidin-2-yl)amino]piperidine-1-carboxylate). Isolated yield 77.4%. Reaction SMILES: [N:1]1([C:8]2[CH:13]=[C:12]([Cl:14])[N:11]=[C:10]([NH:15][CH:16]3[CH2:21][CH2:20][CH2:19][N:18]([C:22]([O:24][CH2:25][C:26]4[CH:31]=[CH:30][CH:29]=[CH:28][CH:27]=4)=[O:23])[CH:17]3[CH2:32][CH2:33][N:34]=[N+]=[N-])[N:9]=2)[CH2:7][CH2:6][CH2:5][CH2:4][CH2:3][CH2:2]1.O1CCCC1.C1(P(C2C=CC=CC=2)C2C=CC=CC=2)C=CC=CC=1>O>[NH2:34][CH2:33][CH2:32][CH:17]1[CH:16]([NH:15][C:10]2[N:9]=[C:8]([N:1]3[CH2:7][CH2:6][CH2:5][CH2:4][CH2:3][CH2:2]3)[CH:13]=[C:12]([Cl:14])[N:11]=2)[CH2:21][CH2:20][CH2:19][N:18]1[C:22]([O:24][CH2:25][C:26]1[CH:27]=[CH:28][CH:29]=[CH:30][CH:31]=1)=[O:23]. Reported procedure: The compound 17 (75.5 mg), tetrahydrofuran (2 mL) and triphenylphosphine (46.3 mg) were stirred at room temperature for 1 day and then added water (0.01 mL). The reaction solution was heated at reflux for 1 day and then concentrated. The residue was purified by silica gel column chromatography (dichloromethane:methanol:triethylamine=90:10:1) to obtain the title compound (55.5 mg) having the following physical properties.